This data is from the Open Reaction Database (ORD), a public repository of structured organic reaction records. The task is: describe an organic reaction: reactants, conditions, products, and yield Reactants: [N+](=O)([O-])C=1C=CC(=C(C1)NC(CN1CCCCC1)=O)C(C)(C)C (N-(5-Nitro-2-tert-butylpheny)-2-piperidin-1-yl-acetamide). The solvent is CCO (EtOH), O1CCOCC1 (1,4-dioxane). The product is NC=1C=CC(=C(C1)NC(CN1CCCCC1)=O)C(C)(C)C (N-(5-amino-2-tert-butylphenyl)-2-piperidin-1-yl-acetamide). Reaction SMILES: [N+:1]([C:4]1[CH:5]=[CH:6][C:7]([C:20]([CH3:23])([CH3:22])[CH3:21])=[C:8]([NH:10][C:11](=[O:19])[CH2:12][N:13]2[CH2:18][CH2:17][CH2:16][CH2:15][CH2:14]2)[CH:9]=1)([O-])=O>CCO.O1CCOCC1>[NH2:1][C:4]1[CH:5]=[CH:6][C:7]([C:20]([CH3:23])([CH3:22])[CH3:21])=[C:8]([NH:10][C:11](=[O:19])[CH2:12][N:13]2[CH2:14][CH2:15][CH2:16][CH2:17][CH2:18]2)[CH:9]=1. Procedure details: N-(5-Nitro-2-tert-butylpheny)-2-piperidin-1-yl-acetamide (1.77 g, 5.5 mmol) was dissolved in EtOH (100 mL) and 1,4-dioxane (10 mL). The solution was degassed under vacuum with stirring. A catalytic amount of 5% Pd/C was added (as a slurry in EtOH). The mixture was degassed again, then the reaction vessel was charged with H2 gas (balloon) and stirred overnight at RT. The reaction was filtered through Celite® with MeOH and the filtrate was concentrated under reduced pressure. The recovered materia... Reaction SMILES: [C:1]([CH3:2])([CH3:3])([CH3:4])[NH:5][S:6](=[O:7])(=[O:8])[c:9]1[c:10]([I:17])[cH:11][cH:12][cH:13][c:14]1[O:15][CH3:16].[OH:18][C:19]([C:20]([F:21])([F:22])[F:23])=[O:24]>>[NH2:5][S:6](=[O:7])(=[O:8])[c:9]1[c:10]([I:17])[cH:11][cH:12][cH:13][c:14]1[O:15][CH3:16]. The product is COc1cccc(I)c1S(N)(=O)=O. Starting materials: COc1cccc(I)c1S(=O)(=O)NC(C)(C)C, O=C(O)C(F)(F)F. Reactants: COC1=CC2=C(C(=CO2)CCI)C=C1 (2-(6-methoxy-1-benzofuran-3-yl)ethyl iodide), C(C)(C)N(C(C)C)CC (N,N-diisopropylethylamine), N1(CCNCC1)C=1C=CC=C2C=CC=NC12 (8-piperazino quinoline). Procedure details: A mixture of 2-(6-methoxy-1-benzofuran-3-yl)ethyl iodide (301 mg, 1 mmol) (obtained by the above mentioned process) and 8-piperazino quinoline (213 mg, 1 mmol) was heated at 120° C. in DMSO in the presence of N,N-diisopropylethylamine (5 ml, excess) for 24 hrs. Afterwards, the reaction mixture was quenched with water and extracted with chloroform. The organic layer was washed with water and dried over anhydrous MgSO4 and concentrated to dryness. The dark colored solid was purified by silica-gel ... Solvent: CS(=O)C (DMSO). The product is COC1=CC2=C(C(=CO2)CCN2CCN(CC2)C=2C=CC=C3C=CC=NC23)C=C1 (8-{4-[2-(6-methoxy-1-benzofuran-3-yl)ethyl]-1-piperazinyl}-quinoline). RXN SMILES: [CH3:1][O:2][C:3]1[CH:14]=[CH:13][C:6]2[C:7]([CH2:10][CH2:11]I)=[CH:8][O:9][C:5]=2[CH:4]=1.[N:15]1([C:21]2[CH:22]=[CH:23][CH:24]=[C:25]3[C:30]=2[N:29]=[CH:28][CH:27]=[CH:26]3)[CH2:20][CH2:19][NH:18][CH2:17][CH2:16]1.C(N(CC)C(C)C)(C)C>CS(C)=O>[CH3:1][O:2][C:3]1[CH:14]=[CH:13][C:6]2[C:7]([CH2:10][CH2:11][N:18]3[CH2:19][CH2:20][N:15]([C:21]4[CH:22]=[CH:23][CH:24]=[C:25]5[C:30]=4[N:29]=[CH:28][CH:27]=[CH:26]5)[CH2:16][CH2:17]3)=[CH:8][O:9][C:5]=2[CH:4]=1. Starting materials: COc1ccc2c(Cl)nc(Nc3cc[nH]n3)cc2c1, OB(O)c1ccc(F)c(F)c1. RXN SMILES: [Cl:1][c:2]1[n:3][c:4]([NH:14][c:15]2[n:16][nH:17][cH:18][cH:19]2)[cH:5][c:6]2[cH:7][c:8]([O:12][CH3:13])[cH:9][cH:10][c:11]12.[F:20][c:21]1[cH:22][c:23]([B:28]([OH:29])[OH:30])[cH:24][cH:25][c:26]1[F:27]>>[c:2]1(-[c:23]2[cH:22][c:21]([F:20])[c:26]([F:27])[cH:25][cH:24]2)[n:3][c:4]([NH:14][c:15]2[n:16][nH:17][cH:18][cH:19]2)[cH:5][c:6]2[cH:7][c:8]([O:12][CH3:13])[cH:9][cH:10][c:11]12. Product: COc1ccc2c(-c3ccc(F)c(F)c3)nc(Nc3cc[nH]n3)cc2c1. Reactants: C=CCOc1cc(O)ccc1F, O=Cc1ccc(F)cc1. Product: C=CCOc1cc(Oc2ccc(C=O)cc2)ccc1F. Reaction SMILES: [CH2:1]([CH:2]=[CH2:3])[O:4][c:5]1[cH:6][c:7]([OH:12])[cH:8][cH:9][c:10]1[F:11].[F:13][c:14]1[cH:15][cH:16][c:17]([CH:18]=[O:19])[cH:20][cH:21]1>>[CH2:1]([CH:2]=[CH2:3])[O:4][c:5]1[cH:6][c:7]([O:12][c:14]2[cH:15][cH:16][c:17]([CH:18]=[O:19])[cH:20][cH:21]2)[cH:8][cH:9][c:10]1[F:11]. The reactants are CC1=C(C(=O)O)C(=CC(=C1)C)C (2,4,6-Trimethylbenzoic acid), S(O)(O)(=O)=O (Sulfuric acid), S([O-])(O)=O.[Na+] (sodium bisulfite), [OH-].[Na+] (Sodium hydroxide), [Mn](=O)(=O)(=O)[O-].[K+] (potassium permanganate), O (water). Reaction conditions: temperature 0 celsius, time 2 hour. The product is CC1=C(C(=O)O)C(=CC(=C1)C(=O)O)C (2,6-Dimethyl-terephthalic Acid). The yield is 89.0%. As a reaction SMILES: [CH3:1][C:2]1[CH:10]=[C:9]([CH3:11])[CH:8]=[C:7]([CH3:12])[C:3]=1[C:4]([OH:6])=[O:5].[OH-:13].[Na+].[Mn]([O-])(=O)(=O)=O.[K+].S(=O)(=O)(O)O.S(=O)(O)[O-].[Na+].[OH2:31]>>[CH3:1][C:2]1[CH:10]=[C:9]([C:11]([OH:31])=[O:13])[CH:8]=[C:7]([CH3:12])[C:3]=1[C:4]([OH:6])=[O:5] |f:1.2,3.4,6.7|. Procedure: 2,4,6-Trimethylbenzoic acid (mesitoic acid) (10 g, 61 mmol) was suspended in 150 mL of water, and the mixture cooled to 0° C. Sodium hydroxide pellets (7.31 g, 0.18 mol) were gradually added, followed by addition of potassium permanganate (4×7.2 g, 0.18 mol) at four intervals of 30 minutes. The mixture was stirred at room temperature for 2 hours, then heated on a steam bath for 15-30 minutes. Sulfuric acid (200 mL, 9 mol) was added, then sodium bisulfite was carefully and gradually added at 0° C... Reactants: CC(O)c1nn(C2CCCCO2)c2cc(OCc3ccccc3)ccc12, CI, CN(C)C=O, O. Yields the product COC(C)c1nn(C2CCCCO2)c2cc(OCc3ccccc3)ccc12. RXN SMILES: [CH2:1]([c:2]1[cH:3][cH:4][cH:5][cH:6][cH:7]1)[O:8][c:9]1[cH:10][cH:11][c:12]2[c:13]([CH:24]([CH3:25])[OH:26])[n:14][n:15]([CH:18]3[O:19][CH2:20][CH2:21][CH2:22][CH2:23]3)[c:16]2[cH:17]1.[CH3:27][I:28].[O:30]=[CH:31][N:32]([CH3:33])[CH3:34].[OH2:29]>>[CH2:1]([c:2]1[cH:3][cH:4][cH:5][cH:6][cH:7]1)[O:8][c:9]1[cH:10][cH:11][c:12]2[c:13]([CH:24]([CH3:25])[O:26][CH3:27])[n:14][n:15]([CH:18]3[O:19][CH2:20][CH2:21][CH2:22][CH2:23]3)[c:16]2[cH:17]1.